From a dataset of the Open Reaction Database (ORD), a public repository of structured organic reaction records. describe an organic reaction: reactants, conditions, products, and yield Reactants: CC[Mg+].[Br-] (EtMgBr), C1CCOC1 (THF), ClC1=CC=C(C=C1)C(C(=O)OC)CC#N (methyl 2-(4-chlorophenyl)-3-cyanopropanoate), Ti(i-PrO)4, O (water). Run in CCOCC (Et2O), C(Cl)Cl (DCM). Reported procedure: LHMDS (1.0 M solution in THF, 13.1 mL, 13.1 mmol) was added dropwise at −78° C. under nitrogen to a stirred solution of methyl 2-(4-chlorophenyl)acetate (2.20 g, 11.9 mmol) in THF (40 mL). The resulting solution was stirred at −78° C. for 1 hour. A solution of 2-bromoacetonitrile (2.50 g, 20.9 mmol) in THF (16 mL) was added dropwise. The reaction was stirred at −78° C. for 1 hour. The reaction was then warmed to room temperature and stirred overnight. The reaction was then quenched with 1N HCl. ... Run at time 1 hour. Product: ClC1=CC=C(C=C1)C1C(NC2(CC2)C1)=O (6-(4-chlorophenyl)-4-azaspiro[2.4]heptan-5-one). RXN SMILES: [CH3:1][CH2:2][Mg+].[Br-].C1COCC1.[Cl:10][C:11]1[CH:16]=[CH:15][C:14]([CH:17]([CH2:22][C:23]#[N:24])[C:18]([O:20]C)=O)=[CH:13][CH:12]=1.O>CCOCC.C(Cl)Cl>[Cl:10][C:11]1[CH:12]=[CH:13][C:14]([CH:17]2[CH2:22][C:23]3([CH2:2][CH2:1]3)[NH:24][C:18]2=[O:20])=[CH:15][CH:16]=1 |f:0.1|. Isolated yield 37.0%. Starting materials: COC1=CC=C(CN2C=NC=C(C2=O)C2=CC=C(C(=O)OC)C=C2)C=C1 (Methyl 4-[1-(4-methoxybenzyl)-6-oxo-1,6-dihydropyrimidin-5-yl]benzoate). The solvent is FC(C(=O)O)(F)F (trifluoroacetic acid). Reaction conditions: temperature 70 celsius, time 15 hour. The product is O=C1C(=CN=CN1)C1=CC=C(C(=O)OC)C=C1 (methyl 4-(6-oxo-1,6-dihydropyrimidin-5-yl)benzoate). Yield: 63.8%. Reaction SMILES: COC1C=CC(C[N:8]2[C:13](=[O:14])[C:12]([C:15]3[CH:24]=[CH:23][C:18]([C:19]([O:21][CH3:22])=[O:20])=[CH:17][CH:16]=3)=[CH:11][N:10]=[CH:9]2)=CC=1>FC(F)(F)C(O)=O>[O:14]=[C:13]1[NH:8][CH:9]=[N:10][CH:11]=[C:12]1[C:15]1[CH:16]=[CH:17][C:18]([C:19]([O:21][CH3:22])=[O:20])=[CH:23][CH:24]=1. Reported procedure: Methyl 4-[1-(4-methoxybenzyl)-6-oxo-1,6-dihydropyrimidin-5-yl]benzoate (205 mg) was dissolved in trifluoroacetic acid (5 mL), followed by stirring at 70° C. for 15 hours. The reaction mixture was evaporated under reduced pressure, followed by two times azeotropy with toluene. Water was added to the resulting residue, followed by three times extraction with chloroform. The organic layer was dried over anhydrous sodium sulfate, then the solvent was evaporated, and the resulting residue was purifie... The reactants are C1COCCN1, CS(=O)(=O)Cl, CN(C)c1ccncc1, Cn1cc(C(=O)NCc2ccc(Cl)cc2)c(=O)c2cc(CO)ccc21, CN(C)C=O, Cc1cc(C)nc(C)c1. Yields the product Cn1cc(C(=O)NCc2ccc(Cl)cc2)c(=O)c2cc(CN3CCOCC3)ccc21. As a reaction SMILES: [CH2:40]1[CH2:41][O:42][CH2:43][CH2:44][NH:45]1.[CH3:35][S:36](=[O:37])(=[O:38])[Cl:39].[CH3:46][N:47]([c:48]1[cH:49][cH:50][n:51][cH:52][cH:53]1)[CH3:54].[Cl:1][c:2]1[cH:3][cH:4][c:5]([CH2:6][NH:7][C:8](=[O:9])[c:10]2[cH:11][n:12]([CH3:23])[c:13]3[cH:14][cH:15][c:16]([CH2:21][OH:22])[cH:17][c:18]3[c:19]2=[O:20])[cH:24][cH:25]1.[O:55]=[CH:56][N:57]([CH3:58])[CH3:59].[n:26]1[c:27]([CH3:28])[cH:29][c:30]([CH3:31])[cH:32][c:33]1[CH3:34]>>[Cl:1][c:2]1[cH:3][cH:4][c:5]([CH2:6][NH:7][C:8](=[O:9])[c:10]2[cH:11][n:12]([CH3:23])[c:13]3[cH:14][cH:15][c:16]([CH2:21][N:45]4[CH2:40][CH2:41][O:42][CH2:43][CH2:44]4)[cH:17][c:18]3[c:19]2=[O:20])[cH:24][cH:25]1. Starting materials: O=C([O-])O, O=C(O)C1CCCCC1, Cn1ccc2cc(Cl)ccc21, [Na+], CN(C)C=O, O=P(Cl)(Cl)Cl. The product is Cn1cc(C=O)c2cc(Cl)ccc21. Reaction SMILES: [C:26](=[O:27])([OH:28])[O-:29].[CH:17]1([C:23]([OH:18])=[O:24])[CH2:19][CH2:20][CH2:21][CH2:22][CH2:25]1.[Cl:6][c:7]1[cH:8][c:9]2[cH:10][cH:11][n:12]([CH3:16])[c:13]2[cH:14][cH:15]1.[Na+:30].[O:31]=[CH:32][N:33]([CH3:34])[CH3:35].[P:1]([Cl:2])([Cl:3])([Cl:4])=[O:5]>>[Cl:6][c:7]1[cH:8][c:9]2[c:10]([CH:23]=[O:24])[cH:11][n:12]([CH3:16])[c:13]2[cH:14][cH:15]1. Reactants: C(C1=CC=CC=C1)N (benzylamine), ClC1=C(C=CC(=N1)NC(=O)C1(CC1)C1=CC2=C(OC(O2)(F)F)C=C1)C (N-(6-chloro-5-methylpyridin-2-yl)-1-(2,2-difluorobenzo[d][1,3]dioxol-5-yl)cyclopropanecarboxamide). Yields the product C(C1=CC=CC=C1)NC1=C(C=CC(=N1)NC(=O)C1(CC1)C1=CC2=C(OC(O2)(F)F)C=C1)C (N-(6-(benzylamino)-5-methylpyridin-2-yl)-1-(2,2-difluorobenzo[d][1,3]dioxol-5-yl)cyclopropanecarboxamide). Reaction SMILES: [CH2:1]([NH2:8])[C:2]1[CH:7]=[CH:6][CH:5]=[CH:4][CH:3]=1.Cl[C:10]1[N:15]=[C:14]([NH:16][C:17]([C:19]2([C:22]3[CH:32]=[CH:31][C:25]4[O:26][C:27]([F:30])([F:29])[O:28][C:24]=4[CH:23]=3)[CH2:21][CH2:20]2)=[O:18])[CH:13]=[CH:12][C:11]=1[CH3:33]>>[CH2:1]([NH:8][C:10]1[N:15]=[C:14]([NH:16][C:17]([C:19]2([C:22]3[CH:32]=[CH:31][C:25]4[O:26][C:27]([F:30])([F:29])[O:28][C:24]=4[CH:23]=3)[CH2:20][CH2:21]2)=[O:18])[CH:13]=[CH:12][C:11]=1[CH3:33])[C:2]1[CH:7]=[CH:6][CH:5]=[CH:4][CH:3]=1. Procedure details: To benzylamine (0.5 mL, 4.6 mmol) was added N-(6-chloro-5-methylpyridin-2-yl)-1-(2,2-difluorobenzo[d][1,3]dioxol-5-yl)cyclopropanecarboxamide (37 mg, 0.1 mmol) and the reaction mixture was irradiated in the microwave at 170° C. for 60 minutes. The crude product purified by reverse-phase preparative liquid chromatography utilizing a gradient of 0-99% acetonitrile in water containing 0.05% trifluoracetic acid to yield the pure product. ESI-MS m/z calc. 437.4. found 438.3 (M+1)+; retention time 1.8... Starting materials: CC1CCCCC1N(C)C(=O)c1cn2c(nc3ccccc32)s1, N, O, O=[N+]([O-])O, O=S(=O)(O)O. Product: CC1CCCCC1N(C)C(=O)c1cn2c(nc3ccc([N+](=O)[O-])cc32)s1. As a reaction SMILES: [CH3:10][N:11]([C:12](=[O:13])[c:14]1[cH:15][n:16]2[c:17]([n:18][c:19]3[c:20]2[cH:21][cH:22][cH:23][cH:24]3)[s:25]1)[CH:26]1[CH:27]([CH3:32])[CH2:28][CH2:29][CH2:30][CH2:31]1.[NH3:33].[OH2:34].[OH:1][N+:2]([O-:3])=[O:4].[S:5](=[O:6])(=[O:7])([OH:8])[OH:9]>>[O-:1][N+:2](=[O:4])[c:22]1[cH:21][c:20]2[n:16]3[cH:15][c:14]([C:12]([N:11]([CH3:10])[CH:26]4[CH:27]([CH3:32])[CH2:28][CH2:29][CH2:30][CH2:31]4)=[O:13])[s:25][c:17]3[n:18][c:19]2[cH:24][cH:23]1.